From a dataset of the Open Reaction Database (ORD), a public repository of structured organic reaction records. describe an organic reaction: reactants, conditions, products, and yield Starting materials: [Ca+2], ClCCl, COC(=O)CCSc1cnc2cc(-c3ccc(F)cc3)ccc2c1, [OH-], [OH-], O=C(OO)c1cccc(Cl)c1. The product is COC(=O)CCS(=O)(=O)c1cnc2cc(-c3ccc(F)cc3)ccc2c1. Reaction SMILES: [Ca+2:37].[Cl:39][CH2:40][Cl:41].[F:12][c:13]1[cH:14][cH:15][c:16](-[c:19]2[cH:20][cH:21][c:22]3[cH:23][c:24]([S:29][CH2:30][CH2:31][C:32](=[O:33])[O:34][CH3:35])[cH:25][n:26][c:27]3[cH:28]2)[cH:17][cH:18]1.[OH-:36].[OH-:38].[OH:1][O:2][C:3]([c:4]1[cH:5][c:6]([Cl:7])[cH:8][cH:9][cH:10]1)=[O:11]>>[F:12][c:13]1[cH:14][cH:15][c:16](-[c:19]2[cH:20][cH:21][c:22]3[cH:23][c:24]([S:29]([CH2:30][CH2:31][C:32](=[O:33])[O:34][CH3:35])(=[O:36])=[O:38])[cH:25][n:26][c:27]3[cH:28]2)[cH:17][cH:18]1.